From a dataset of the Open Reaction Database (ORD), a public repository of structured organic reaction records. describe an organic reaction: reactants, conditions, products, and yield Reactants: N1(N=CN=C1)CCCN (1H-1,2,4-triazole-1-propanamine), C([O-])(O)=O.[Na+] (sodium bicarbonate), C1(=CC=CC=C1)S(=O)(=O)Cl (benzenesulfonyl chloride). Solvent: ClCCl (dichloromethane), ClCCl (dichloromethane). Reaction conditions: time 16 hour. Product: N1(N=CN=C1)CCCNS(=O)(=O)C1=CC=CC=C1 (N-[3-(1H-1,2,4-Triazol-1-yl)propyl]benzenesulfonamide). Reaction SMILES: [N:1]1([CH2:6][CH2:7][CH2:8][NH2:9])[CH:5]=[N:4][CH:3]=[N:2]1.C(=O)(O)[O-].[Na+].[C:15]1([S:21](Cl)(=[O:23])=[O:22])[CH:20]=[CH:19][CH:18]=[CH:17][CH:16]=1>ClCCl>[N:1]1([CH2:6][CH2:7][CH2:8][NH:9][S:21]([C:15]2[CH:20]=[CH:19][CH:18]=[CH:17][CH:16]=2)(=[O:23])=[O:22])[CH:5]=[N:4][CH:3]=[N:2]1 |f:1.2|. Reported procedure: To a stirred mixture of 1.26 g of 1H-1,2,4-triazole-1-propanamine in 30 ml of dichloromethane containing an excess of saturated sodium bicarbonate solution was added, all at once at room temperature, a solution of 1.27 ml of benzenesulfonyl chloride in 15 ml of dichloromethane. The mixture was stirred at room temperature for 16 hours. The layers were separated. The dichloromethane layer was evaporated in vacuo and gave the compound of the Example as a colorless oil. Isolated yield 39.0%. Procedure details: 5-Chloropyrimid-2-one (0.02 mol) was added to a stirred solution of KOH (0.02 mol) in ethanol (100 ml) followed by addition of ethyl bromoacetate (0.023 mol). The reaction mixture was heated under reflux for 4 h. The reaction mixture was then evaporated to dryness at reduced pressure and the residue was extracted with chloroform (150 ml). The chloroform extract, after filtration, was washed with aqueous 0.5 N NaOH (2×3 ml) and water (3 ml). Evaporation of the dried (MgSO4) solution left the prod... The product is C(C)OC(=O)CN1C(N=CC(=C1)Cl)=O (1-Ethoxycarbonylmethyl-5-chloropyrimid-2-one). The reactants are ClC=1C=NC(NC1)=O (5-Chloropyrimid-2-one), [OH-].[K+] (KOH), BrCC(=O)OCC (ethyl bromoacetate). The solvent is C(C)O (ethanol). Reaction SMILES: [Cl:1][C:2]1[CH:3]=[N:4][C:5](=[O:8])[NH:6][CH:7]=1.[OH-].[K+].Br[CH2:12][C:13]([O:15][CH2:16][CH3:17])=[O:14]>C(O)C>[CH2:16]([O:15][C:13]([CH2:12][N:4]1[CH:3]=[C:2]([Cl:1])[CH:7]=[N:6][C:5]1=[O:8])=[O:14])[CH3:17] |f:1.2|. The reactants are C(C1=CC=CC=C1)OC=1C=C(C=CC1OC)C(CC(=O)OC)C[N+](=O)[O-] (methyl 3-(3-benzyloxy-4-methoxyphenyl)-4-nitrobutanoate), [BH4-].[Na+] (NaBH4), NiCl2-6H2O, C(=O)([O-])[O-].[K+].[K+] (K2CO3), [BH4-].[Na+] (NaBH4), NiCl2-6H20. The solvent is CO (MeOH), CO (MeOH). Reaction conditions: temperature 0 celsius, time 30 minute. Product: hexanes EtOAc, C(C1=CC=CC=C1)OC=1C=C(C=CC1OC)C1CC(NC1)=O (4-(3-Benzyloxy-4-methoxyphenyl)-2-pyrrolidone). Isolated yield 62.8%. As a reaction SMILES: [BH4-].[Na+].[CH2:3]([O:10][C:11]1[CH:12]=[C:13]([CH:19]([CH2:25][N+:26]([O-])=O)[CH2:20][C:21](OC)=[O:22])[CH:14]=[CH:15][C:16]=1[O:17][CH3:18])[C:4]1[CH:9]=[CH:8][CH:7]=[CH:6][CH:5]=1.C([O-])([O-])=O.[K+].[K+]>CO>[CH2:3]([O:10][C:11]1[CH:12]=[C:13]([CH:19]2[CH2:25][NH:26][C:21](=[O:22])[CH2:20]2)[CH:14]=[CH:15][C:16]=1[O:17][CH3:18])[C:4]1[CH:9]=[CH:8][CH:7]=[CH:6][CH:5]=1 |f:0.1,3.4.5|. Reported procedure: To a mixture of 8.3 g (34.8 mmol) of NiCl2-6H20 in 750 mL of MeOH was slowly added 14 g (104.5 mmol) of NaBH4. This mixture was stirred for 30 minutes at 0° C. and a solution of 25 g of methyl 3-(3-benzyloxy-4-methoxyphenyl)-4-nitrobutanoate in 500 mL of MeOH was added. Then, 8.3 g (34.8 mmol) of NiCl2-6H2O was added to the reaction mixture, followed by the slow portion-wise addition of 9.2 g (243 mmol) of NaBH4. The mixture stirred at 0° C. for 1 hour and then 150 g of K2CO3 was added in one po... Starting materials: N([C@@H](CC(N)=O)C(=O)NCC(=O)O)C(=O)OCC1=CC=CC=C1 (Z-Asn-Gly-OH), C1CCC(CC1)N=C=NC2CCCCC2 (DCC), N[C@@H](C)C(=O)N[C@@H](CCC(OC(C)(C)C)=O)C(=O)N[C@@H](CC(OC(C)(C)C)=O)C(=O)N[C@@H](CCC(OC(C)(C)C)=O)C(=O)N[C@@H](COC(C)(C)C)C(=O)OC(C)(C)C (H-Ala-Glu(OtBu)-Asp(OtBu)-Glu(OtBu)-Ser(tBu)-OtBu), FC1=C(C(=C(C(=C1O)F)F)F)F (pentafluorophenol). The solvent is CN(C)C=O (DMF). Reaction conditions: temperature 0 celsius, time 0.5 hour. Yields the product N([C@@H](CC(N)=O)C(=O)NCC(=O)N[C@@H](C)C(=O)N[C@@H](CCC(OC(C)(C)C)=O)C(=O)N[C@@H](CC(OC(C)(C)C)=O)C(=O)N[C@@H](CCC(OC(C)(C)C)=O)C(=O)N[C@@H](COC(C)(C)C)C(=O)OC(C)(C)C)C(=O)OCC1=CC=CC=C1 (Z-Asn-Gly-Ala-Glu(OtBu)-Asp(OtBu)-Glu(OtBu)-Ser(tBu)-OtBu). Yield: 80.5%. Reaction SMILES: [NH:1]([C:14]([O:16][CH2:17][C:18]1[CH:23]=[CH:22][CH:21]=[CH:20][CH:19]=1)=[O:15])[C@H:2]([C:7]([NH:9][CH2:10][C:11]([OH:13])=O)=[O:8])[CH2:3][C:4](=[O:6])[NH2:5].[NH2:24][C@H:25]([C:27]([NH:29][C@H:30]([C:40]([NH:42][C@H:43]([C:52]([NH:54][C@H:55]([C:65]([NH:67][C@H:68]([C:75]([O:77][C:78]([CH3:81])([CH3:80])[CH3:79])=[O:76])[CH2:69][O:70][C:71]([CH3:74])([CH3:73])[CH3:72])=[O:66])[CH2:56][CH2:57][C:58](=[O:64])[O:59][C:60]([CH3:63])([CH3:62])[CH3:61])=[O:53])[CH2:44][C:45](=[O:51])[O:46][C:47]([CH3:50])([CH3:49])[CH3:48])=[O:41])[CH2:31][CH2:32][C:33](=[O:39])[O:34][C:35]([CH3:38])([CH3:37])[CH3:36])=[O:28])[CH3:26].FC1C(O)=C(F)C(F)=C(F)C=1F.C1CCC(N=C=NC2CCCCC2)CC1>CN(C=O)C>[NH:1]([C:14]([O:16][CH2:17][C:18]1[CH:23]=[CH:22][CH:21]=[CH:20][CH:19]=1)=[O:15])[C@H:2]([C:7]([NH:9][CH2:10][C:11]([NH:24][C@H:25]([C:27]([NH:29][C@H:30]([C:40]([NH:42][C@H:43]([C:52]([NH:54][C@H:55]([C:65]([NH:67][C@H:68]([C:75]([O:77][C:78]([CH3:79])([CH3:81])[CH3:80])=[O:76])[CH2:69][O:70][C:71]([CH3:74])([CH3:73])[CH3:72])=[O:66])[CH2:56][CH2:57][C:58](=[O:64])[O:59][C:60]([CH3:61])([CH3:62])[CH3:63])=[O:53])[CH2:44][C:45](=[O:51])[O:46][C:47]([CH3:48])([CH3:49])[CH3:50])=[O:41])[CH2:31][CH2:32][C:33](=[O:39])[O:34][C:35]([CH3:38])([CH3:37])[CH3:36])=[O:28])[CH3:26])=[O:13])=[O:8])[CH2:3][C:4](=[O:6])[NH2:5]. Reported procedure: 2.59 g. (8 mmoles) of Z-Asn-Gly-OH, 6.65 g. (8 mmoles) of H-Ala-Glu(OtBu)-Asp(OtBu)-Glu(OtBu)-Ser(tBu)-OtBu and 4.86 g. of pentafluorophenol are dissolved in 28 ml. of DMF. The solution is cooled to 0° C, and 1.81 g. (8.8 mmoles) of DCC are added to it. The reaction mixture is stirred at 0° C for 0.5 hours, and stirring is continued at room temperature for 2.5 hours. The separated DCU is removed by filtration; the filtrate is evaporated to dryness, and the residue is triturated with ethyl acetat... The solvent is O (water), CN(C=O)C (dimethylformamide). Procedure: 1-Hydroxybenzotriazole (819 mg, 6.0 mmol), 3-(1H-indol-3-yl)propylamine (522 mg, 3.0 mmol) and N-methylmorpholine (0.666 ml, 6.0 mmol) were added to a solution of (4-dimethylamino-4-phenylcyclohexylidene)acetic acid hydrochloride (887 mg, 3.0 mmol) in dry dimethylformamide (10 ml) under argon. The solution was cooled to 0° C. and dicyclohexylcarbodiimide (1.25 g, 6.0 mmol) was added. The reaction mixture was stirred at RT for 6 d. Working up of the mixture was carried out by separating off the u... Yields the product CN(C1(CCC(CC1)=CC(=O)NCCCC1=CNC2=CC=CC=C12)C1=CC=CC=C1)C (2-(4-Dimethylamino-4-phenylcyclohexylidene)-N-[3-(1H-indol-3-yl)propyl]acetamide). Reaction conditions: temperature 0 celsius, time 6 day. RXN SMILES: ON1C2C=CC=CC=2N=N1.[NH:11]1[C:19]2[C:14](=[CH:15][CH:16]=[CH:17][CH:18]=2)[C:13]([CH2:20][CH2:21][CH2:22][NH2:23])=[CH:12]1.CN1CCOCC1.Cl.[CH3:32][N:33]([CH3:50])[C:34]1([C:44]2[CH:49]=[CH:48][CH:47]=[CH:46][CH:45]=2)[CH2:39][CH2:38][C:37](=[CH:40][C:41](O)=[O:42])[CH2:36][CH2:35]1.C1(N=C=NC2CCCCC2)CCCCC1.[OH-].[Na+]>CN(C)C=O.O>[CH3:50][N:33]([CH3:32])[C:34]1([C:44]2[CH:45]=[CH:46][CH:47]=[CH:48][CH:49]=2)[CH2:39][CH2:38][C:37](=[CH:40][C:41]([NH:23][CH2:22][CH2:21][CH2:20][C:13]2[C:14]3[C:19](=[CH:18][CH:17]=[CH:16][CH:15]=3)[NH:11][CH:12]=2)=[O:42])[CH2:36][CH2:35]1 |f:3.4,6.7|. Yield: 60.0%. Starting materials: [OH-].[Na+] (sodium hydroxide), C1(CCCCC1)N=C=NC1CCCCC1 (dicyclohexylcarbodiimide), ON1N=NC2=C1C=CC=C2 (1-Hydroxybenzotriazole), N1C=C(C2=CC=CC=C12)CCCN (3-(1H-indol-3-yl)propylamine), CN1CCOCC1 (N-methylmorpholine), Cl.CN(C1(CCC(CC1)=CC(=O)O)C1=CC=CC=C1)C ((4-dimethylamino-4-phenylcyclohexylidene)acetic acid hydrochloride). The reactants are C(Cl)Cl (CH2Cl2), C(=O)([O-])[O-].[Na+].[Na+] (Na2CO3), COC1=C(C#N)C=CC(=C1)B1OC(C(O1)(C)C)(C)C (2-methoxy-4-(4,4,5,5-tetramethyl-1,3,2-dioxaborolan-2-yl)benzonitrile), BrC=1C=NC=CC1C(C)O (1-(3-bromopyridin-4-yl)ethanol). The reagents and catalysts are C1=CC=C(C=C1)P([C-]2C=CC=C2)C3=CC=CC=C3.C1=CC=C(C=C1)P([C-]2C=CC=C2)C3=CC=CC=C3.Cl[Pd]Cl.[Fe+2] (PdCl2(dppf)). The solvent is CN(C)C=O (DMF). Reaction conditions: temperature 100 celsius. Yields the product OC(C)C1=C(C=NC=C1)C1=CC(=C(C#N)C=C1)OC (4-(4-(1-hydroxyethyl)pyridin-3-yl)-2-methoxybenzonitrile). The yield is 66.8%. RXN SMILES: [CH3:1][O:2][C:3]1[CH:10]=[C:9](B2OC(C)(C)C(C)(C)O2)[CH:8]=[CH:7][C:4]=1[C:5]#[N:6].Br[C:21]1[CH:22]=[N:23][CH:24]=[CH:25][C:26]=1[CH:27]([OH:29])[CH3:28].C(Cl)Cl.C([O-])([O-])=O.[Na+].[Na+]>CN(C=O)C.C1C=CC(P(C2C=CC=CC=2)[C-]2C=CC=C2)=CC=1.C1C=CC(P(C2C=CC=CC=2)[C-]2C=CC=C2)=CC=1.Cl[Pd]Cl.[Fe+2]>[OH:29][CH:27]([C:26]1[CH:25]=[CH:24][N:23]=[CH:22][C:21]=1[C:9]1[CH:8]=[CH:7][C:4]([C:5]#[N:6])=[C:3]([O:2][CH3:1])[CH:10]=1)[CH3:28] |f:3.4.5,7.8.9.10|. Reported procedure: To the solution of 2-methoxy-4-(4,4,5,5-tetramethyl-1,3,2-dioxaborolan-2-yl)benzonitrile (3.53 g, 13.61 mmol), 1-(3-bromopyridin-4-yl)ethanol (2.50 g, 12.37 mmol) and PdCl2(dppf). CH2Cl2 adduct (505 mg, 0.62 mmol) in DMF (60 mL) was added 2M Na2CO3 solution (12.3 ml, 24.6 mmol) under Nitrogen atmosphere. The mixture was stirred and heated at 100° C. for 4 hrs. After letting cool to room temperature, solvent was removed in vacuo. The resulting residue was dissolved in DCM and saturated NH4Cl solu... Reactants: aromatic hydrocarbon, C1CNCCNC(=O)CC(=O)NCCNC1 (dioxocyclam), [H-].COCCO[Al+]OCCOC.[Na+].[H-] (sodium bis(2-methoxy-ethoxy) aluminum hydride). Yields the product N1CCNCCCNCCNCCC1 (1,4,8,11-tetraazacyclotetradecane), formula III. As a reaction SMILES: [CH2:1]1[CH2:16][NH:15][CH2:14][CH2:13][NH:12][C:10](=O)[CH2:9][C:7](=O)[NH:6][CH2:5][CH2:4][NH:3][CH2:2]1.[H-].COCCO[Al+]OCCOC.[Na+].[H-]>>[NH:3]1[CH2:2][CH2:1][CH2:16][NH:15][CH2:14][CH2:13][NH:12][CH2:10][CH2:9][CH2:7][NH:6][CH2:5][CH2:4]1 |f:1.2.3.4|. Reported procedure: bisacylating 1,3-diaminopropane by reacting it with 2 equivalents of chloroacetyl chloride in the presence of an alkali metal carbonate and a chlorinated aliphatic hydrocarbon at a temperature of from 0° to 30° C. for a period of between 90 minutes and 4 hours to obtain the dichlorodiamide compound of formula I ##STR5## 2) cyclizing the dichlorodiamide compound prepared in the first step by reacting it with an quivalent amount of 1,3-diaminopropane in the presence of an alkali metal carbonate an... Product: O=CNCCCc1cnn2c1NCCC2. Reactants: C[O-], CO, CCOC=O, [Na+], NCCCc1cnn2c1NCCC2. Reaction SMILES: [CH3:14][O-:15].[CH3:22][OH:23].[CH:17](=[O:18])[O:19][CH2:20][CH3:21].[Na+:16].[n:1]1[cH:2][c:3]([CH2:10][CH2:11][CH2:12][NH2:13])[c:4]2[n:5]1[CH2:6][CH2:7][CH2:8][NH:9]2>>[n:1]1[cH:2][c:3]([CH2:10][CH2:11][CH2:12][NH:13][CH:17]=[O:18])[c:4]2[n:5]1[CH2:6][CH2:7][CH2:8][NH:9]2. Procedure details: 4.85 g of 2-methylene-6,6-dimethyl-1-[1-hydroxy-but-2-ynyl]-cyclohexane [which can be prepared according to the method described in example 5] (25 millimoles) in 30 ml of a mixture of ether-hexane 1:1 were added dropwise, while stirring, within 30 minutes to an ice-cooled solution of 24 g of chromic acid (0.25N) in 24 ml of water and 15 ml of a mixture of ether-hexane 1:1. The whole was allowed to stand for 24 hours at room temperature, while stirring vigorously, and then diluted with water. The... The reactants are C=C1C(C(CCC1)(C)C)C(C#CC)O (2-methylene-6,6-dimethyl-1-[1-hydroxy-but-2-ynyl]-cyclohexane), ether-hexane, ice, [Cr](=O)(=O)(O)O (chromic acid), mixture, ether-hexane. Solvent: O (water), mixture, O (water). Product: C=C1C(C(CCC1)(C)C)C(C#CC)=O (2-Methylene-6,6-dimethyl-1-[but-2-ynoyl]-cyclohexane). Reaction SMILES: [CH2:1]=[C:2]1[CH2:7][CH2:6][CH2:5][C:4]([CH3:9])([CH3:8])[CH:3]1[CH:10]([OH:14])[C:11]#[C:12][CH3:13].[Cr](O)(O)(=O)=O>O>[CH2:1]=[C:2]1[CH2:7][CH2:6][CH2:5][C:4]([CH3:9])([CH3:8])[CH:3]1[C:10](=[O:14])[C:11]#[C:12][CH3:13]. Isolated yield 72.1%. Reaction conditions: time 24 hour.